This data is from the Open Reaction Database (ORD), a public repository of structured organic reaction records. The task is: describe an organic reaction: reactants, conditions, products, and yield As a reaction SMILES: [C:7]([O:8][CH2:9][CH3:10])(=[O:11])[CH2:12][C:13]([CH3:14])=[O:15].[CH3:35][C:36](=[O:37])[OH:38].[F:16][c:17]1[cH:18][c:19](-[c:24]2[c:25]([CH3:34])[n:26][c:27]3[n:28]([c:29]2=[O:30])[cH:31][cH:32][s:33]3)[cH:20][c:21]([F:22])[cH:23]1.[NH2:1][c:2]1[s:3][cH:4][cH:5][n:6]1>>[cH:24]1[c:25]([CH3:34])[n:26][c:27]2[n:28]([c:29]1=[O:30])[cH:31][cH:32][s:33]2. The product is Cc1cc(=O)n2ccsc2n1. Starting materials: CCOC(=O)CC(C)=O, CC(=O)O, Cc1nc2sccn2c(=O)c1-c1cc(F)cc(F)c1, Nc1nccs1. Starting materials: C1(=CC=C(C=C1)N)N (1,4-Phenylenediamine), C(C)(C)N(CC)C(C)C (diisopropylethylamine), ClC(=O)OCC1=CC=CC=C1 (benzyl chloroformate). Solvent: ClCCl (dichloromethane), ClCCl (dichloromethane). Conditions: temperature 0 celsius. Product: C(C1=CC=CC=C1)OC(NC1=CC=C(C=C1)N)=O ((4-Amino-phenyl)-carbamic acid benzyl ester). The yield is 68.8%. RXN SMILES: [C:1]1([NH2:8])[CH:6]=[CH:5][C:4]([NH2:7])=[CH:3][CH:2]=1.C(N(C(C)C)CC)(C)C.Cl[C:19]([O:21][CH2:22][C:23]1[CH:28]=[CH:27][CH:26]=[CH:25][CH:24]=1)=[O:20]>ClCCl>[CH2:22]([O:21][C:19](=[O:20])[NH:7][C:4]1[CH:5]=[CH:6][C:1]([NH2:8])=[CH:2][CH:3]=1)[C:23]1[CH:28]=[CH:27][CH:26]=[CH:25][CH:24]=1. Procedure details: 1,4-Phenylenediamine (10 g, 0.093 mol) was stirred rapidly in dichloromethane (800 mL) with diisopropylethylamine (16 mL, 0.093 mol) and the solution cooled to 0° C. A solution of benzyl chloroformate (13 mL, 0.093 mol) in dichloromethane (100 mL) was added very slowly via a dropping funnel. The reaction was left to warm to room temperature over 16 h and concentrated in vacuo. The remaining residue was purified by column chromatography on silica eluting with ethyl acetate/petroleum ether (using ... Reactants: CN(C=O)C (dimethylformamide), NC(C(=O)C1=C(N(C2=CC=CC(=C12)OCC(=O)O)CC=1C=C(C=CC1)C1=CC=CC=C1)C)=O (((3-(2-amino-1,2-dioxoethyl)-1-((1,1′-biphenyl)-3-ylmethyl)-2-methyl-1H-indol-4-yl)oxy)acetic acid), [Na] (sodium), Cl.ClCCN1CCOCC1 (4-(2-chloroethyl)morpholine hydrochloride), CsCO3. The solvent is O (H2O). Conditions: temperature 60 celsius. Yields the product NC(C(=O)C1=C(N(C2=CC=CC(=C12)OCC(=O)OCCN1CCOCC1)CC=1C=C(C=CC1)C1=CC=CC=C1)C)=O (((3-(2-Amino-1,2-dioxoethyl)-1-((1,1′-biphenyl)-3-ylmethyl)-2-methyl-1H-indol-4-yl)oxy)acetic acid, morpholinylethyl ester). As a reaction SMILES: CN(C)C=O.Cl.Cl[CH2:8][CH2:9][N:10]1[CH2:15][CH2:14][O:13][CH2:12][CH2:11]1.[NH2:16][C:17](=[O:48])[C:18]([C:20]1[C:28]2[C:23](=[CH:24][CH:25]=[CH:26][C:27]=2[O:29][CH2:30][C:31]([OH:33])=[O:32])[N:22]([CH2:34][C:35]2[CH:36]=[C:37]([C:41]3[CH:46]=[CH:45][CH:44]=[CH:43][CH:42]=3)[CH:38]=[CH:39][CH:40]=2)[C:21]=1[CH3:47])=[O:19].[Na]>O>[NH2:16][C:17](=[O:48])[C:18]([C:20]1[C:28]2[C:23](=[CH:24][CH:25]=[CH:26][C:27]=2[O:29][CH2:30][C:31]([O:33][CH2:8][CH2:9][N:10]2[CH2:15][CH2:14][O:13][CH2:12][CH2:11]2)=[O:32])[N:22]([CH2:34][C:35]2[CH:36]=[C:37]([C:41]3[CH:42]=[CH:43][CH:44]=[CH:45][CH:46]=3)[CH:38]=[CH:39][CH:40]=2)[C:21]=1[CH3:47])=[O:19] |f:1.2,^1:48|. Procedure details: In a flask containing 10 ml of dimethylformamide was added with stirring 133 mg. of 4-(2-chloroethyl)morpholine hydrochloride (available from Aldrich Chemical Co., Milwaukee, Wis. USA, Item No. C4,220-3) and 231 mg. of CsCO3 and 300 mg. of ((3-(2-amino-1,2-dioxoethyl)-1-((1,1′-biphenyl)-3-ylmethyl)-2-methyl-1H-indol-4-yl)oxy)acetic acid, sodium salt. The slurry was heated to 60° C. until a solution formed. Heating was continued overnight until reaction was complete. 20 ml of H2O was added to the... The reactants are COc3ccc2cc(c1cccc(C)c1)ccc2c3 (substrate), Cn2cnc1ccccc12 (effective_coupling_partner). Reagents/catalysts: CDC. Run at temperature 90 celsius, time 16 hour. The product is Cc5cccc(c4ccc3cc(c2nc1ccccc1n2C)ccc3c4)c5. The reactants are CC(CN)(C)C1=NC(=NN1)C1=CC=CC=C1 (2-methyl-2-(3-phenyl-1H-1,2,4-triazol-5-yl)propan-1-amine), FC(C1=NC(=NO1)C=1C=C(C(=O)O)C=CC1)(F)F (3-(5-(trifluoromethyl)-1,2,4-oxadiazol-3-yl)benzoic acid). Yields the product CC(CNC(C1=CC(=CC=C1)C1=NOC(=N1)C(F)(F)F)=O)(C)C1=NC(=NN1)C1=CC=CC=C1 (N-(2-Methyl-2-(3-phenyl-1H-1,2,4-triazol-5-yl)propyl)-3-(5-(trifluoromethyl)-1,2,4-oxadiazol-3-yl)benzamide). Yield: 25.0%. Reaction SMILES: [CH3:1][C:2]([C:6]1[NH:10][N:9]=[C:8]([C:11]2[CH:16]=[CH:15][CH:14]=[CH:13][CH:12]=2)[N:7]=1)([CH3:5])[CH2:3][NH2:4].[F:17][C:18]([F:34])([F:33])[C:19]1[O:23][N:22]=[C:21]([C:24]2[CH:25]=[C:26]([CH:30]=[CH:31][CH:32]=2)[C:27](O)=[O:28])[N:20]=1>>[CH3:5][C:2]([C:6]1[NH:10][N:9]=[C:8]([C:11]2[CH:16]=[CH:15][CH:14]=[CH:13][CH:12]=2)[N:7]=1)([CH3:1])[CH2:3][NH:4][C:27](=[O:28])[C:26]1[CH:30]=[CH:31][CH:32]=[C:24]([C:21]2[N:20]=[C:19]([C:18]([F:34])([F:33])[F:17])[O:23][N:22]=2)[CH:25]=1. Procedure details: This compound was synthesized from 2-methyl-2-(3-phenyl-1H-1,2,4-triazol-5-yl)propan-1-amine and 3-(5-(trifluoromethyl)-1,2,4-oxadiazol-3-yl)benzoic acid as described in example 8 step 6 (35 mg, yield 25%). 1H NMR (400 MHz, MeOD) δ 8.55 (s, 1H), 8.29-8.27 (d, J=7.8 Hz, 1H), 8.06-7.97 (m, 3H), 7.71-7.67 (t, J=8.7 Hz, 1H), 7.50-7.41 (m, 3H), 3.75 (s, 2H), 1.54-1.51 (m, 6H). MS (ESI) m/z: Calculated for C22H19F3N6O2: 456.15. found: 457.2 (M+H)+. Procedure details: Next, 0.72 g (1.12 mmol) of benzyl 2-(N-benzyloxycarbonylamino)-4-{[3-(benzyloxycarbonylmethyl)phenyl](methyl)phosphono}butanoate was dissolved in 24 mL of a solvent mixture of methanol and water at 5:1 and mixed with 200 mg of 5% palladium-carbon, and hydrogen gas was introduced at room temperature for 2.5 hours. Thereafter, the palladium-carbon was removed by Celite filtration and the filtrate was vacuum-concentrated and the residue was freeze-dried from water to obtain 2-amino-4-{[3-(carboxym... Reactants: C(C1=CC=CC=C1)OC(=O)NC(C(=O)OCC1=CC=CC=C1)CCP(=O)(OC)OC1=CC(=CC=C1)CC(=O)OCC1=CC=CC=C1 (benzyl 2-(N-benzyloxycarbonylamino)-4-{[3-(benzyloxycarbonylmethyl)phenyl](methyl)phosphono}butanoate), [H][H] (hydrogen). Reagents/catalysts: [C].[Pd] (palladium-carbon). Isolated yield 51.2%. RXN SMILES: C(OC([NH:11][CH:12]([CH2:23][CH2:24][P:25]([O:29][C:30]1[CH:35]=[CH:34][CH:33]=[C:32]([CH2:36][C:37]([O:39]CC2C=CC=CC=2)=[O:38])[CH:31]=1)([O:27][CH3:28])=[O:26])[C:13]([O:15]CC1C=CC=CC=1)=[O:14])=O)C1C=CC=CC=1.[H][H]>CO.O.[C].[Pd]>[NH2:11][CH:12]([CH2:23][CH2:24][P:25]([O:29][C:30]1[CH:35]=[CH:34][CH:33]=[C:32]([CH2:36][C:37]([OH:39])=[O:38])[CH:31]=1)([O:27][CH3:28])=[O:26])[C:13]([OH:15])=[O:14] |f:4.5|. The solvent is solvent, CO (methanol), O (water). Product: NC(C(=O)O)CCP(=O)(OC)OC1=CC(=CC=C1)CC(=O)O (2-amino-4-{[3-(carboxymethyl)phenyl] (methyl)phosphono}butanoic acid). Reactants: CC(C)Oc1ccc(-c2nc(Br)ns2)cc1Cl, CCOC(=O)CCN1CCC(Cc2cccc(B3OC(C)(C)C(C)(C)O3)c2CC)CC1, CN(C)C=O, CCOC(C)=O, [K+], [K+], [K+], O, O=P([O-])([O-])[O-], c1ccc(P(c2ccccc2)(c2ccccc2)[Pd](P(c2ccccc2)(c2ccccc2)c2ccccc2)(P(c2ccccc2)(c2ccccc2)c2ccccc2)P(c2ccccc2)(c2ccccc2)c2ccccc2)cc1. The product is CCOC(=O)CCN1CCC(Cc2cccc(-c3nsc(-c4ccc(OC(C)C)c(Cl)c4)n3)c2CC)CC1. As a reaction SMILES: [Br:32][c:33]1[n:34][s:35][c:36](-[c:38]2[cH:39][c:40]([Cl:48])[c:41]([O:44][CH:45]([CH3:46])[CH3:47])[cH:42][cH:43]2)[n:37]1.[CH2:1]([CH3:2])[c:3]1[c:4]([CH2:18][CH:19]2[CH2:20][CH2:21][N:22]([CH2:25][CH2:26][C:27](=[O:28])[O:29][CH2:30][CH3:31])[CH2:23][CH2:24]2)[cH:5][cH:6][cH:7][c:8]1[B:9]1[O:10][C:11]([CH3:12])([CH3:13])[C:14]([CH3:15])([CH3:16])[O:17]1.[CH3:57][N:58]([CH3:59])[CH:60]=[O:61].[CH3:63][CH2:64][O:65][C:66](=[O:67])[CH3:68].[K+:54].[K+:55].[K+:56].[OH2:62].[P:49]([O-:50])([O-:51])([O-:52])=[O:53].[cH:69]1[cH:70][cH:71][c:72]([P:73]([Pd:74]([P:75]([c:76]2[cH:77][cH:78][cH:79][cH:80][cH:81]2)([c:82]2[cH:83][cH:84][cH:85][cH:86][cH:87]2)[c:88]2[cH:89][cH:90][cH:91][cH:92][cH:93]2)([P:94]([c:95]2[cH:96][cH:97][cH:98][cH:99][cH:100]2)([c:101]2[cH:102][cH:103][cH:104][cH:105][cH:106]2)[c:107]2[cH:108][cH:109][cH:110][cH:111][cH:112]2)[P:113]([c:114]2[cH:115][cH:116][cH:117][cH:118][cH:119]2)([c:120]2[cH:121][cH:122][cH:123][cH:124][cH:125]2)[c:126]2[cH:127][cH:128][cH:129][cH:130][cH:131]2)([c:132]2[cH:133][cH:134][cH:135][cH:136][cH:137]2)[c:138]2[cH:139][cH:140][cH:141][cH:142][cH:143]2)[cH:144][cH:145]1>>[CH2:1]([CH3:2])[c:3]1[c:4]([CH2:18][CH:19]2[CH2:20][CH2:21][N:22]([CH2:25][CH2:26][C:27](=[O:28])[O:29][CH2:30][CH3:31])[CH2:23][CH2:24]2)[cH:5][cH:6][cH:7][c:8]1-[c:33]1[n:34][s:35][c:36](-[c:38]2[cH:39][c:40]([Cl:48])[c:41]([O:44][CH:45]([CH3:46])[CH3:47])[cH:42][cH:43]2)[n:37]1. The reactants are BrCC1=CC=C(C(=O)OC)C=C1 (methyl 4-bromomethylbenzoate), [H-].[Na+] (sodium hydride), C[C@H]1NS(CC1)(=O)=O ((R)-3-methylisothiazolidine 1,1-dioxide), Cl (hydrochloric acid). The solvent is O1CCCC1 (tetrahydrofuran), O1CCCC1 (tetrahydrofuran), CN(C=O)C (N,N-dimethylformamide). Conditions: time 15 minute. The product is C[C@H]1N(S(CC1)(=O)=O)CC1=CC=C(C(=O)OC)C=C1 (methyl (R)-4-(3-methyl-1,1-dioxo-1λ6-isothiazolidin-2-ylmethyl)benzoate). Yield: 56.1%. As a reaction SMILES: [CH3:1][C@@H:2]1[CH2:6][CH2:5][S:4](=[O:8])(=[O:7])[NH:3]1.[H-].[Na+].Br[CH2:12][C:13]1[CH:22]=[CH:21][C:16]([C:17]([O:19][CH3:20])=[O:18])=[CH:15][CH:14]=1.Cl>O1CCCC1.CN(C)C=O>[CH3:1][C@@H:2]1[CH2:6][CH2:5][S:4](=[O:8])(=[O:7])[N:3]1[CH2:12][C:13]1[CH:22]=[CH:21][C:16]([C:17]([O:19][CH3:20])=[O:18])=[CH:15][CH:14]=1 |f:1.2|. Procedure details: Under a nitrogen stream, (R)-3-methylisothiazolidine 1,1-dioxide (149 mg) described in Preparation Example 2 was dissolved in a solution of tetrahydrofuran (5 mL) and N,N-dimethylformamide (4 mL), sodium hydride (44 mg) was added under ice-cooling, and the mixture was stirred at the same temperature for 15 min. Then, a solution of methyl 4-bromomethylbenzoate (229 mg) in tetrahydrofuran (5 mL) was added, and the mixture was stirred under ice-cooling for 1.5 hr, and at room temperature for 2 hr. ...